Task: describe an organic reaction: reactants, conditions, products, and yield. Dataset: the Open Reaction Database (ORD), a public repository of structured organic reaction records Starting materials: CCCCI, CN(C)C=O, CC(=O)Nc1cccn1C, O. Product: CCCCN(C(C)=O)c1cccn1C. Reaction SMILES: [CH2:11]([CH2:12][CH2:13][CH3:14])[I:15].[CH3:17][N:18]([CH3:19])[CH:20]=[O:21].[CH3:1][n:2]1[c:3]([NH:7][C:8]([CH3:9])=[O:10])[cH:4][cH:5][cH:6]1.[OH2:16]>>[CH3:1][n:2]1[c:3]([N:7]([C:8]([CH3:9])=[O:10])[CH2:11][CH2:12][CH2:13][CH3:14])[cH:4][cH:5][cH:6]1. The reactants are N1=C(C=CC=C1)C1=CC=C(C(=O)NCCOC2=CC=C(C=C2)CC(C(=O)OCC)N2C=CC=C2)C=C1 (Ethyl 3-[4-[2-(4-pyridine-2-ylbenzoylamino)ethoxy]phenyl]-2-(pyrrole-1-yl)propionate), product, [OH-].[Na+] (sodium hydroxide). The solvent is CO (methanol). Product: N1=C(C=CC=C1)C1=CC=C(C(=O)NCCOC2=CC=C(C=C2)CC(C(=O)O)N2C=CC=C2)C=C1 (3-[4-[2-(4-pyridine-2-ylbenzoylamino)ethoxy]phenyl]-2-(pyrrole-1-yl)propionic acid). Reaction SMILES: [N:1]1[CH:6]=[CH:5][CH:4]=[CH:3][C:2]=1[C:7]1[CH:36]=[CH:35][C:10]([C:11]([NH:13][CH2:14][CH2:15][O:16][C:17]2[CH:22]=[CH:21][C:20]([CH2:23][CH:24]([N:30]3[CH:34]=[CH:33][CH:32]=[CH:31]3)[C:25]([O:27]CC)=[O:26])=[CH:19][CH:18]=2)=[O:12])=[CH:9][CH:8]=1.[OH-].[Na+]>CO>[N:1]1[CH:6]=[CH:5][CH:4]=[CH:3][C:2]=1[C:7]1[CH:8]=[CH:9][C:10]([C:11]([NH:13][CH2:14][CH2:15][O:16][C:17]2[CH:22]=[CH:21][C:20]([CH2:23][CH:24]([N:30]3[CH:31]=[CH:32][CH:33]=[CH:34]3)[C:25]([OH:27])=[O:26])=[CH:19][CH:18]=2)=[O:12])=[CH:35][CH:36]=1 |f:1.2|. Procedure: Ethyl 3-[4-[2-(4-pyridine-2-ylbenzoylamino)ethoxy]phenyl]-2-(pyrrole-1-yl)propionate, which is the product of Example 191, is hydrolyzed by sodium hydroxide in methanol to give the title compound. The reactants are CCn1c(SC)nc(-c2ccncc2)c(-c2ccc(F)cc2)c1=O, CO, O. Product: CCn1c(S(C)(=O)=O)nc(-c2ccncc2)c(-c2ccc(F)cc2)c1=O. As a reaction SMILES: [CH2:1]([CH3:2])[n:3]1[c:4]([S:23][CH3:24])[n:5][c:6](-[c:17]2[cH:18][cH:19][n:20][cH:21][cH:22]2)[c:7](-[c:10]2[cH:11][cH:12][c:13]([F:16])[cH:14][cH:15]2)[c:8]1=[O:9].[CH3:26][OH:27].[OH2:25]>>[CH2:1]([CH3:2])[n:3]1[c:4]([S:23]([CH3:24])(=[O:25])=[O:27])[n:5][c:6](-[c:17]2[cH:18][cH:19][n:20][cH:21][cH:22]2)[c:7](-[c:10]2[cH:11][cH:12][c:13]([F:16])[cH:14][cH:15]2)[c:8]1=[O:9]. Starting materials: CSc1nccc(Cl)n1, O=[N+]([O-])c1ccc(O)cc1F, [H-], [Na+], CN(C)C=O. Product: CSc1nccc(Oc2ccc([N+](=O)[O-])c(F)c2)n1. Reaction SMILES: [Cl:14][c:15]1[n:16][c:17]([S:21][CH3:22])[n:18][cH:19][cH:20]1.[F:3][c:4]1[cH:5][c:6]([OH:13])[cH:7][cH:8][c:9]1[N+:10](=[O:11])[O-:12].[H-:1].[Na+:2].[O:23]=[CH:24][N:25]([CH3:26])[CH3:27]>>[F:3][c:4]1[cH:5][c:6]([O:13][c:15]2[n:16][c:17]([S:21][CH3:22])[n:18][cH:19][cH:20]2)[cH:7][cH:8][c:9]1[N+:10](=[O:11])[O-:12]. Reactants: OC1=CC=C2C(=C(C(OC2=C1)=O)C)C (7-hydroxy-3,4-dimethylcoumarin), ClCC=1OC(=NN1)C (2-chloromethyl-5-methyl-1,3,4-oxadiazole), CN(C=O)C (dimethylformamide), CN(C=O)C (dimethylformamide), ice water. Run in [H-].[Na+] (NaH). Conditions: time 45 minute. The product is CC=1C(OC2=CC(=CC(=C2C1C)OC)C1=NN=C(O1)C)=O (3,4-Dimethyl-7-(2-methyl-1,3,4-oxadiazol-5-yl)-methoxycoumarin). As a reaction SMILES: O[C:2]1[CH:11]=[C:10]2[C:5]([C:6]([CH3:14])=[C:7]([CH3:13])[C:8](=[O:12])[O:9]2)=[CH:4][CH:3]=1.Cl[CH2:16][C:17]1[O:18][C:19](C)=[N:20][N:21]=1.CN(C)[CH:25]=[O:26]>[H-].[Na+]>[CH3:13][C:7]1[C:8](=[O:12])[O:9][C:10]2[C:5]([C:6]=1[CH3:14])=[C:4]([O:26][CH3:25])[CH:3]=[C:2]([C:19]1[O:18][C:17]([CH3:16])=[N:21][N:20]=1)[CH:11]=2 |f:3.4|. Reported procedure: 5.0 g of 7-hydroxy-3,4-dimethylcoumarin in 20 ml of 0.9 g of NaH (80%) in 50 ml of dimethylformamide at room temperature. After 45 minutes, 3.5 g of 2-chloromethyl-5-methyl-1,3,4-oxadiazole, dissolved in 20 ml of dimethylformamide, were added and the mixture was stirred overnight at room temperature. The reaction solution was hydrolyzed with ice water, and the precipitated solid was filtered off under suction and recrystallized from methanol.